Dataset: the Open Reaction Database (ORD), a public repository of structured organic reaction records. Task: describe an organic reaction: reactants, conditions, products, and yield Starting materials: Cc1ccccc1, O=C(Cl)c1cc(Cl)ccc1[N+](=O)[O-], Nc1ccc(S(=O)(=O)F)cc1. The product is O=C(Nc1ccc(S(=O)(=O)F)cc1)c1cc(Cl)ccc1[N+](=O)[O-]. RXN SMILES: [CH3:25][c:26]1[cH:27][cH:28][cH:29][cH:30][cH:31]1.[Cl:1][c:2]1[cH:3][cH:4][c:5]([N+:11](=[O:12])[O-:13])[c:6]([C:7](=[O:8])[Cl:9])[cH:10]1.[NH2:14][c:15]1[cH:16][cH:17][c:18]([S:21](=[O:22])(=[O:23])[F:24])[cH:19][cH:20]1>>[Cl:1][c:2]1[cH:3][cH:4][c:5]([N+:11](=[O:12])[O-:13])[c:6]([C:7](=[O:8])[NH:14][c:15]2[cH:16][cH:17][c:18]([S:21](=[O:22])(=[O:23])[F:24])[cH:19][cH:20]2)[cH:10]1. Reported procedure: 1.40 g (8 mmol) of 3-methoxycarbonyl-1H-indole are added to 30 cm3 of dimethylformamide at a temperature in the region of 20° C. under an argon atmosphere, and 0.32 g (10 mmol) of sodium hydride are then added. The reaction mixture is stirred at a temperature in the region of 20° C. for 1 hour, 1.35 g (8.05 mmol) of 4-chloro-7-methyl-7H-pyrrolo[2,3-d]pyrimidine in 10 cm3 of dimethylformamide are then added, and the mixture is heated at a temperature in the region of 100° C. for 16 hours. The rea... Run at temperature 20 celsius, time 1 hour. Run in O (water), CN(C=O)C (dimethylformamide), CN(C=O)C (dimethylformamide). As a reaction SMILES: [CH3:1][O:2][C:3]([C:5]1[C:13]2[C:8](=[CH:9][CH:10]=[CH:11][CH:12]=2)[NH:7][CH:6]=1)=[O:4].[H-].[Na+].Cl[C:17]1[C:18]2[CH:25]=[CH:24][N:23]([CH3:26])[C:19]=2[N:20]=[CH:21][N:22]=1.C(OCC)(=O)C>CN(C)C=O.O>[CH3:1][O:2][C:3]([C:5]1[C:13]2[C:8](=[CH:9][CH:10]=[CH:11][CH:12]=2)[N:7]([C:17]2[C:18]3[CH:25]=[CH:24][N:23]([CH3:26])[C:19]=3[N:20]=[CH:21][N:22]=2)[CH:6]=1)=[O:4] |f:1.2|. Starting materials: C(C)(=O)OCC (ethyl acetate), COC(=O)C1=CNC2=CC=CC=C12 (3-methoxycarbonyl-1H-indole), [H-].[Na+] (sodium hydride), ClC=1C2=C(N=CN1)N(C=C2)C (4-chloro-7-methyl-7H-pyrrolo[2,3-d]pyrimidine). Yields the product COC(=O)C1=CN(C2=CC=CC=C12)C=1C2=C(N=CN1)N(C=C2)C (3-Methoxycarbonyl-1-(7-methyl-7H-pyrrolo[2,3-d]pyrimidin-4-yl)-1H-indole). The reactants are BrC=1SC=CN1 (2-bromothiazole), NCCN1CCC(CC1)NC=1N(C2=NC=NC=C2N1)CC1=CC=C(C=C1)F (N-[1-(2-aminoethyl)-4-piperidinyl]-9-[(4-fluorophenyl)methyl]-9H-purin-8-amine), C([O-])([O-])=O.[Na+].[Na+] (sodium carbonate). Run in CN(C(C)=O)C (N,N-dimethylacetamide). Conditions: temperature 130 celsius. Yields the product FC1=CC=C(C=C1)CN1C2=NC=NC=C2N=C1NC1CCN(CC1)CCNC=1SC=CN1 (9-[(4-fluorophenyl)methyl]-N-[1-[2-(2-thiazolylamino)ethyl)-4-piperidinyl]-9H-purin-8-amine). The yield is 26.5%. Reaction SMILES: Br[C:2]1[S:3][CH:4]=[CH:5][N:6]=1.[NH2:7][CH2:8][CH2:9][N:10]1[CH2:15][CH2:14][CH:13]([NH:16][C:17]2[N:18]([CH2:26][C:27]3[CH:32]=[CH:31][C:30]([F:33])=[CH:29][CH:28]=3)[C:19]3[C:24]([N:25]=2)=[CH:23][N:22]=[CH:21][N:20]=3)[CH2:12][CH2:11]1.C(=O)([O-])[O-].[Na+].[Na+]>CN(C)C(=O)C>[F:33][C:30]1[CH:29]=[CH:28][C:27]([CH2:26][N:18]2[C:17]([NH:16][CH:13]3[CH2:14][CH2:15][N:10]([CH2:9][CH2:8][NH:7][C:2]4[S:3][CH:4]=[CH:5][N:6]=4)[CH2:11][CH2:12]3)=[N:25][C:24]3[C:19]2=[N:20][CH:21]=[N:22][CH:23]=3)=[CH:32][CH:31]=1 |f:2.3.4|. Reported procedure: A mixture of 3.3 parts of 2-bromothiazole, 5.55 parts of N-[1-(2-aminoethyl)-4-piperidinyl]-9-[(4-fluorophenyl)methyl]-9H-purin-8-amine, 2.12 parts of sodium carbonate and 18 parts of N,N-dimethylacetamide was stirred and heated for 20 hours at 130° C. After cooling, the reaction mixture was poured onto water and the product was extracted with 4-methyl-2-pentanone. The extract was dried, filtered and evaporated. The residue was purified by column chromatography over silica gel using a mixture of... Starting materials: C(CCC)C1=NOC(=C1/C=C/C1=NC=C(C(=O)NC2COCC2)C=C1)C (6-[(E)-2-(3-butyl-5-methyl-isoxazol-4-yl)-vinyl]-N-(tetrahydro-furan-3-yl)-nicotinamide). The reagents and catalysts are [Pd] (Palladium on charcoal). The solvent is C(C)O (ethanol). Reaction conditions: time 3 hour. The product is C(CCC)C1=NOC(=C1CCC1=NC=C(C(=O)NC2COCC2)C=C1)C (6-[2-(3-Butyl-5-methyl-isoxazol-4-yl)-ethyl]-N-(tetrahydro-furan-3-yl)-nicotinamide). The yield is 54.7%. RXN SMILES: [CH2:1]([C:5]1[C:9](/[CH:10]=[CH:11]/[C:12]2[CH:25]=[CH:24][C:15]([C:16]([NH:18][CH:19]3[CH2:23][CH2:22][O:21][CH2:20]3)=[O:17])=[CH:14][N:13]=2)=[C:8]([CH3:26])[O:7][N:6]=1)[CH2:2][CH2:3][CH3:4]>[Pd].C(O)C>[CH2:1]([C:5]1[C:9]([CH2:10][CH2:11][C:12]2[CH:25]=[CH:24][C:15]([C:16]([NH:18][CH:19]3[CH2:23][CH2:22][O:21][CH2:20]3)=[O:17])=[CH:14][N:13]=2)=[C:8]([CH3:26])[O:7][N:6]=1)[CH2:2][CH2:3][CH3:4]. Procedure details: A stirred mixture of 6-[(E)-2-(3-butyl-5-methyl-isoxazol-4-yl)-vinyl]-N-(tetrahydro-furan-3-yl)-nicotinamide (31 mg, 0.087 mmol) and 10% Palladium on charcoal (5 mg) in ethanol (5 mL) was shaken under an atmosphere of hydrogen for 3 h. The reaction mixture was filtered and concentrated. Purification by chromatography (silica, dichloromethane:methanol 100:0 to 9:1) afforded the title compound (17 mg, 55%) as a colorless oil. MS: m/e=328.4 [M+H]+. The reactants are CCOC(=O)CCc1ccc2[nH]c(-c3cccnc3)c(C)c2c1, Cl, Cl. The product is Cc1c(-c2cccnc2)[nH]c2ccc(CCC(=O)O)cc12, Cl. Reaction SMILES: [CH3:2][c:3]1[c:4](-[c:19]2[cH:20][n:21][cH:22][cH:23][cH:24]2)[nH:5][c:6]2[cH:7][cH:8][c:9]([CH2:12][CH2:13][C:14](=[O:15])[O:16][CH2:17][CH3:18])[cH:10][c:11]12.[ClH:1].[ClH:25]>>[CH3:2][c:3]1[c:4](-[c:19]2[cH:20][n:21][cH:22][cH:23][cH:24]2)[nH:5][c:6]2[cH:7][cH:8][c:9]([CH2:12][CH2:13][C:14](=[O:15])[OH:16])[cH:10][c:11]12.[ClH:1].